From a dataset of the Open Reaction Database (ORD), a public repository of structured organic reaction records. describe an organic reaction: reactants, conditions, products, and yield RXN SMILES: [CH3:18][N:19]1[CH2:20][CH2:21][O:22][CH2:23][CH2:24]1.[CH3:26][NH2:27].[CH3:28][CH2:29][O:30][CH2:31][CH3:32].[ClH:25].[O:1]=[c:2]1[nH:3][c:4]2[cH:5][cH:6][cH:7][cH:8][c:9]2[c:10]2[c:11]1[nH:12][cH:13][c:14]2[C:15](=[O:16])[OH:17]>>[O:1]=[c:2]1[nH:3][c:4]2[cH:5][cH:6][cH:7][cH:8][c:9]2[c:10]2[c:11]1[nH:12][cH:13][c:14]2[C:15](=[O:17])[NH:19][CH3:18]. Yields the product CNC(=O)c1c[nH]c2c(=O)[nH]c3ccccc3c12. The reactants are CN1CCOCC1, CN, CCOCC, Cl, O=C(O)c1c[nH]c2c(=O)[nH]c3ccccc3c12. Starting materials: ClC=1C=C(C=CC1N)C(F)(F)F (3-chloro-4-aminobenzotrifluoride), FC=1C=C(C=CC1N)C(F)(F)F (3-fluoro-4-aminobenzotrifluoride), C#N (hydrogen cyanide), C(C(C)C)=O (isobutyraldehyde). Solvent: O (water). The product is 2-(2-chloro-4-trifluoro-methylphenylamino)-3-methylbutyronitrile, FC1=C(C=CC(=C1)C(F)(F)F)NC(C#N)C(C)C (2-(2-fluoro-4-trifluoromethylphenylamino)-3-methylbutyronitrile). RXN SMILES: ClC1C=[C:4](C(F)(F)F)[CH:5]=[CH:6][C:7]=1[NH2:8].[F:13][C:14]1[CH:15]=[C:16]([C:21]([F:24])([F:23])[F:22])[CH:17]=[CH:18][C:19]=1[NH2:20].C#N.[CH:27](=O)C(C)C>O>[F:13][C:14]1[CH:15]=[C:16]([C:21]([F:22])([F:23])[F:24])[CH:17]=[CH:18][C:19]=1[NH:20][CH:6]([CH:5]([CH3:27])[CH3:4])[C:7]#[N:8]. Reported procedure: Following the procedure of Example 1, each of 3-chloro-4-aminobenzotrifluoride and 3-fluoro-4-aminobenzotrifluoride is reacted with hydrogen cyanide and isobutyraldehyde, in a neat, initially water-free system, to give the respective nitrile, 2-(2-chloro-4-trifluoro-methylphenylamino)-3-methylbutyronitrile and 2-(2-fluoro-4-trifluoromethylphenylamino)-3-methylbutyronitrile. Yield: 82.1%. Reactants: C(C)C(CC)C=1C=2N(N=C(C1)C)C(=C(N2)C)C2=C(N=C1N2C=CC=C1C(C)O)C (1-{3-[8-(1-ethyl-propyl)-2,6-dimethyl-imidazo[1,2-b]pyridazin-3-yl]-2-methyl-imidazo[1,2-a]pyridin-8-yl}-ethanol), C[N+]1(CCOCC1)[O-] (NMO). Product: C(C)C(CC)C=1C=2N(N=C(C1)C)C(=C(N2)C)C2=C(N=C1N2C=CC=C1C(C)=O)C (1-{3-[8-(1-Ethyl-propyl)-2,6-dimethyl-imidazo[1,2-b]pyridazin-3-yl]-2-methyl-imidazo[1,2-a]pyridin-8-yl}-ethanone). Reported procedure: A solution of 1-{3-[8-(1-ethyl-propyl)-2,6-dimethyl-imidazo[1,2-b]pyridazin-3-yl]-2-methyl-imidazo[1,2-a]pyridin-8-yl}-ethanol (0.77 g, 1.96 mmol) dissolved in CH2Cl2 (20 mL) is cooled to 0° C., treated with NMO (0.34 g, 2.94 mmol) and TPAP (34 mg, 0.098 mmol). The reaction is stirred at 0° C. for 10 min, then at RT for 4 h. It is filtered through silica gel, washed with EtOAc. Purification of the crude material by silica gel chromatography gives the title compound (0.63 g, 1.61 mmol, 82%) as a ... Run in C(Cl)Cl (CH2Cl2). Reagents/catalysts: CCC[N+](CCC)(CCC)CCC.[O-][Ru](=O)(=O)=O (TPAP). Run at temperature 0 celsius, time 10 minute. RXN SMILES: [CH2:1]([CH:3]([C:6]1[C:7]2[N:8]([C:13]([C:17]3[N:21]4[CH:22]=[CH:23][CH:24]=[C:25]([CH:26]([OH:28])[CH3:27])[C:20]4=[N:19][C:18]=3[CH3:29])=[C:14]([CH3:16])[N:15]=2)[N:9]=[C:10]([CH3:12])[CH:11]=1)[CH2:4][CH3:5])[CH3:2].C[N+]1([O-])CCOCC1>C(Cl)Cl.CCC[N+](CCC)(CCC)CCC.[O-][Ru](=O)(=O)=O>[CH2:1]([CH:3]([C:6]1[C:7]2[N:8]([C:13]([C:17]3[N:21]4[CH:22]=[CH:23][CH:24]=[C:25]([C:26](=[O:28])[CH3:27])[C:20]4=[N:19][C:18]=3[CH3:29])=[C:14]([CH3:16])[N:15]=2)[N:9]=[C:10]([CH3:12])[CH:11]=1)[CH2:4][CH3:5])[CH3:2] |f:3.4|.